describe an organic reaction: reactants, conditions, products, and yield From a dataset of the Open Reaction Database (ORD), a public repository of structured organic reaction records. The reactants are COC=1C=C(C=C(C1)OC)Cl (3,5-dimethoxychlorobenzene), CN (methylamine), CC(C)(C)[O-].[Na+] (NaOt-Bu). The reagents and catalysts are CC(C)C1=CC(=C(C(=C1)C(C)C)C2=C(C=CC(=C2P(C3CCCCC3)C4CCCCC4)OC)OC)C(C)C.C1=CC=C([C-]=C1)CCN.Cl[Pd+] (BrettPhos precatalyst). The solvent is CC(C)(C)O (t-BuOH). Run at time 2 hour. Product: COC=1C=C(NC)C=C(C1)OC (3,5-Dimethoxy-N-methylaniline). Isolated yield 89.7%. As a reaction SMILES: [CH3:1][O:2][C:3]1[CH:4]=[C:5](Cl)[CH:6]=[C:7]([O:9][CH3:10])[CH:8]=1.[CH3:12][NH2:13].CC([O-])(C)C.[Na+]>CC(C1C=C(C(C)C)C(C2C(P(C3CCCCC3)C3CCCCC3)=C(OC)C=CC=2OC)=C(C(C)C)C=1)C.C1C=[C-]C(CCN)=CC=1.Cl[Pd+].CC(O)(C)C>[CH3:1][O:2][C:3]1[CH:4]=[C:5]([CH:6]=[C:7]([O:9][CH3:10])[CH:8]=1)[NH:13][CH3:12] |f:2.3,4.5.6|. Procedure details: Following general procedure A, a mixture of 3,5-dimethoxychlorobenzene (173 mg, 1.0 mmol), 2M methylamine (1 mL, 2.0 mmol), NaOt-Bu (120 mg, 1.2 mmol), BrettPhos precatalyst 10 (8 mg, 0.01 mmol), and t-BuOH (1 mL) was stirred at room temperature for 2 h. The crude product was purified via column chromatography (80:20 to 50:50 Hexanes/EtOAc gradient) to provide the title compound as a pale yellow liquid (150 mg, 90%). 1H NMR (400 MHz, CDCl3) δ: 5.89 (t, J=2.2 Hz, 1H), 5.80 (t, J=2.2 Hz, 2H), 3.76...